This data is from the Open Reaction Database (ORD), a public repository of structured organic reaction records. The task is: describe an organic reaction: reactants, conditions, products, and yield The reactants are CC1(OB(OC1(C)C)C1=CC=C(C=C1)CCCCCCCC)C (4,4,5,5-tetramethyl-2-(4-octylphenyl)-1,3,2-dioxaborolane), BrC1=C(C(=C(C(=C1F)F)N)F)F (4-bromo-2,3,5,6-tetrafluorobenzenamine). Reaction conditions: time 2 hour. Yields the product FC1=C(C(=C(C(=C1F)N)F)F)C1=CC=C(C=C1)CCCCCCCC (2,3,5,6-tetrafluoro-4′-octylbiphenyl-4-amine). The yield is 91.1%. Reaction SMILES: CC1(C)C(C)(C)OB([C:9]2[CH:14]=[CH:13][C:12]([CH2:15][CH2:16][CH2:17][CH2:18][CH2:19][CH2:20][CH2:21][CH3:22])=[CH:11][CH:10]=2)O1.Br[C:25]1[C:30]([F:31])=[C:29]([F:32])[C:28]([NH2:33])=[C:27]([F:34])[C:26]=1[F:35]>>[F:31][C:30]1[C:29]([F:32])=[C:28]([NH2:33])[C:27]([F:34])=[C:26]([F:35])[C:25]=1[C:9]1[CH:10]=[CH:11][C:12]([CH2:15][CH2:16][CH2:17][CH2:18][CH2:19][CH2:20][CH2:21][CH3:22])=[CH:13][CH:14]=1. Procedure details: A mixture of 4,4,5,5-tetramethyl-2-(4-octylphenyl)-1,3,2-dioxaborolane (415.0 mg, 1.31 mmol), 4-bromo-2,3,5,6-tetrafluorobenzenamine (213.0 mg, 0.87 mmol), and a quaternary ammonium salt (Aliquat 336, 0.090 g) was degassed three times with nitrogen before dry toluene (7.0 mL) was added. This step was followed by addition of tetrakis(triphenylphosphine) palladium (100.0 mg) and sodium carbonate (aq. 1 M, 4.0 mL), which had been deaerated for 2 hour, under nitrogen. The mixture was stirred vigorou... Starting materials: C(C)(=O)NCCCS(=O)(=O)OCC([C@H](C(=O)OCC1=CC=CC=C1)O)(C)C (Phenylmethyl (2R)-4-{[3-(acetylamino)propyl]sulfonyloxy}-2-hydroxy-3,3-dimethylbutanoate), benzyl ethers. The reagents and catalysts are [Pd] (palladium on activated carbon). Solvent: C(C)O (ethanol). Reaction conditions: time 8 hour. Yields the product C(C)(=O)NCCCS(=O)(=O)OCC([C@H](C(=O)O)O)(C)C ((2R)-4-{[3-(Acetylamino)propyl]sulfonyloxy}-2-hydroxy-3,3-dimethylbutanoic Acid). Yield: 21.5%. As a reaction SMILES: [C:1]([NH:4][CH2:5][CH2:6][CH2:7][S:8]([O:11][CH2:12][C:13]([CH3:27])([CH3:26])[C@@H:14]([OH:25])[C:15]([O:17]CC1C=CC=CC=1)=[O:16])(=[O:10])=[O:9])(=[O:3])[CH3:2]>[Pd].C(O)C>[C:1]([NH:4][CH2:5][CH2:6][CH2:7][S:8]([O:11][CH2:12][C:13]([CH3:27])([CH3:26])[C@@H:14]([OH:25])[C:15]([OH:17])=[O:16])(=[O:9])=[O:10])(=[O:3])[CH3:2]. Procedure details: Following the general procedure for the hydrogenolysis of benzyl ethers of Description 18, a mixture of phenylmethyl (2R)-4-{[3-(acetylamino)propyl]sulfonyloxy}-2-hydroxy-3,3-dimethylbutanoate (31) (40 mg, 0.1 mmol) and 30 mg of 10 wt-% palladium on activated carbon in 2 mL of ethanol (EtOH) was stirred overnight under a hydrogen atmosphere. After filtration through a 0.2 μM nylon syringe filter and evaporation of the solvents, 6.7 mg (23% yield) of the title compound (33) was obtained as a pale... Starting materials: BrCN1S(C2=C(C1=O)C(=CC(=C2)OC)C(C)C)(=O)=O (2-bromomethyl-4-isopropyl-6-methoxy-l,-2-benzisothiazol-3(2H)-one 1,1-dioxide), B(Br)(Br)Br (BBr3), ice water. Yields the product BrCN1S(C2=C(C1=O)C(=CC(=C2)O)C(C)C)(=O)=O (2-bromomethyl-4-isopropyl-6-hydroxy-1,2-benzisothiazol-3 (2H)-one 1,1-dioxide). The yield is 124.5%. Reaction SMILES: [Br:1][CH2:2][N:3]1[C:7](=[O:8])[C:6]2[C:9]([CH:15]([CH3:17])[CH3:16])=[CH:10][C:11]([O:13]C)=[CH:12][C:5]=2[S:4]1(=[O:19])=[O:18].B(Br)(Br)Br>>[Br:1][CH2:2][N:3]1[C:7](=[O:8])[C:6]2[C:9]([CH:15]([CH3:16])[CH3:17])=[CH:10][C:11]([OH:13])=[CH:12][C:5]=2[S:4]1(=[O:18])=[O:19]. Reported procedure: A mixture of 2-bromomethyl-4-isopropyl-6-methoxy-l,-2-benzisothiazol-3(2H)-one 1,1-dioxide (44 g, 126.4 mmol) and BBr3 (1.0M in methylene chloride, 164.4 mmol) was allowed to reflux for 48 hours and then poured into ice/water. The mixture was filtered, the aqueous layer was extracted with ethyl acetate, and the mixture of the combined organic layer and the residue (from above filtration) was dried over sodium sulfate and concentrated in vacuo. The solid residue was recrystallized from toluene/cy... Starting materials: O=C(n1ccnc1)n1ccnc1, CC#N, NC1CC1, O=C(O)C1CC(=O)N(Cc2ccccc2)C1. Yields the product O=C(NC1CC1)C1CC(=O)N(Cc2ccccc2)C1. RXN SMILES: [C:17]([n:18]1[cH:19][cH:20][n:21][cH:22]1)([n:23]1[cH:24][cH:25][n:26][cH:27]1)=[O:28].[CH3:33][C:34]#[N:35].[CH:29]1([NH2:32])[CH2:30][CH2:31]1.[O:1]=[C:2]1[CH2:3][CH:4]([C:14](=[O:15])[OH:16])[CH2:5][N:6]1[CH2:7][c:8]1[cH:9][cH:10][cH:11][cH:12][cH:13]1>>[O:1]=[C:2]1[CH2:3][CH:4]([C:14](=[O:16])[NH:32][CH:29]2[CH2:30][CH2:31]2)[CH2:5][N:6]1[CH2:7][c:8]1[cH:9][cH:10][cH:11][cH:12][cH:13]1. Starting materials: C(CCC)C1=CC=C(C=C1)C#CC1=CC=C(CN(S(=O)(=O)C=2SC=CC2)CC2=CC=C(OCC(=O)OC)C=C2)C=C1 (methyl (4-{[{4-[(4-butylphenyl)ethynyl]benzyl}(2-thienylsulfonyl)amino]-methyl}phenoxy)acetate), [OH-].[Na+] (NaOH), Cl (HCl). The solvent is CO.C1CCOC1 (MeOH THF). Reaction conditions: time 2 hour. The product is C(CCC)C1=CC=C(C=C1)C#CC1=CC=C(CN(S(=O)(=O)C=2SC=CC2)CC2=CC=C(OCC(=O)O)C=C2)C=C1 ((4-{[(4-[(4-butylphenyl)ethynyl]benzyl}(2-thienylsulfonyl)amino]-methyl}phenoxy)acetic acid). The yield is 102.5%. Reaction SMILES: [CH2:1]([C:5]1[CH:10]=[CH:9][C:8]([C:11]#[C:12][C:13]2[CH:41]=[CH:40][C:16]([CH2:17][N:18]([CH2:27][C:28]3[CH:39]=[CH:38][C:31]([O:32][CH2:33][C:34]([O:36]C)=[O:35])=[CH:30][CH:29]=3)[S:19]([C:22]3[S:23][CH:24]=[CH:25][CH:26]=3)(=[O:21])=[O:20])=[CH:15][CH:14]=2)=[CH:7][CH:6]=1)[CH2:2][CH2:3][CH3:4].[OH-].[Na+].Cl>CO.C1COCC1>[CH2:1]([C:5]1[CH:6]=[CH:7][C:8]([C:11]#[C:12][C:13]2[CH:41]=[CH:40][C:16]([CH2:17][N:18]([CH2:27][C:28]3[CH:29]=[CH:30][C:31]([O:32][CH2:33][C:34]([OH:36])=[O:35])=[CH:38][CH:39]=3)[S:19]([C:22]3[S:23][CH:24]=[CH:25][CH:26]=3)(=[O:20])=[O:21])=[CH:15][CH:14]=2)=[CH:9][CH:10]=1)[CH2:2][CH2:3][CH3:4] |f:1.2,4.5|. Procedure details: To a solution of methyl (4-{[{4-[(4-butylphenyl)ethynyl]benzyl}(2-thienylsulfonyl)amino]-methyl}phenoxy)acetate (30 mg, 0.051 mmol) in MeOH/THF (4 ml, (1/1)) was added an aqueous solution of NaOH (2 mL, 1N). The reaction mixture was stirred at rt for 2 hrs. Then an aqueous solution of HCl (9 mL, 1N) was added and extracted with Et2O (2×10 mL). The combined organic layers were dried over Na2SO4 and the solvents were removed under reduced pressure to give 30 mg (97%) of the title compound as a gre...